This data is from the Open Reaction Database (ORD), a public repository of structured organic reaction records. The task is: describe an organic reaction: reactants, conditions, products, and yield Reactants: C(C)[Mg]Br (ethylmagnesium bromide), BrC1=C(C#N)C=CC(=C1)F (2-bromo-4-fluorobenzonitrile), Cl (HCl), B(F)(F)F.CCOCC (boron trifluoride etherate). The reagents and catalysts are C(C)(C)O[Ti](OC(C)C)(OC(C)C)OC(C)C (tetraisopropoxytitanium). Solvent: CCOCC (ether), CCOCC (ether). Run at time 10 minute. Product: BrC1=C(C=CC(=C1)F)C1(CC1)N (1-(2-Bromo-4-fluorophenyl)cyclopropanamine). Isolated yield 44.4%. As a reaction SMILES: [CH2:1]([Mg]Br)[CH3:2].[Br:5][C:6]1[CH:13]=[C:12]([F:14])[CH:11]=[CH:10][C:7]=1[C:8]#[N:9].B(F)(F)F.CCOCC.Cl>CCOCC.C(O[Ti](OC(C)C)(OC(C)C)OC(C)C)(C)C>[Br:5][C:6]1[CH:13]=[C:12]([F:14])[CH:11]=[CH:10][C:7]=1[C:8]1([NH2:9])[CH2:2][CH2:1]1 |f:2.3|. Procedure details: Add ethylmagnesium bromide (3 N, 53.9 mL, 74.9 mmol) to a solution of 2-bromo-4-fluorobenzonitrile(15 g, 73.5 mmol) and tetraisopropoxytitanium (23 mL, 162 mmol) in ether (25 mL) at −70° C. under N2. After stirring at the temperature for 10 min, let it warm-up to RT and stir for one hour. Add boron trifluoride etherate (BF3OEt2) (16.8 mL, 147 mmol) to the solution slowly and stir for another hour. After adding 1 N HCl (200 mL) and ether (150 mL), separate the ether layer. Add 10% NaOH (150 mL) t... Yields the product ClC1=C(C(=CC=C1)Cl)NC(=O)NC1=NC=NC2=CC(=C(C=C12)OC)OC (1-(2,6-dichlorophenyl)-3-(6,7-dimethoxyquinazolin-4-yl)urea). Starting materials: ClC1=C(C(=CC=C1)Cl)N=C=O (2,6-dichlorophenyl isocyanate), NC1=NC=NC2=CC(=C(C=C12)OC)OC (4-amino-6,7-dimethoxyquinazoline). Procedure: Using an analogous procedure to that described in Example 3, 2,6-dichlorophenyl isocyanate was reacted with 4-amino-6,7-dimethoxyquinazoline (European Patent Application No. 30156, Chemical Abstract volume 95, abstract 187290) to give the title compound; NMR Spectrum: (DMSOd6) 3.96 (s, 3H), 7.31 (m, 2H), 7.38 (t, 1H), 7.5 (d, 2H), 7.6 (d, 2H), 8.43 (s, 1H), 8.7 (s, 1H), 10.61 (s, 1H), 12.09 (s, 1H); Mass Spectrum: M+H+ 393 & 395. Reaction SMILES: [Cl:1][C:2]1[CH:7]=[CH:6][CH:5]=[C:4]([Cl:8])[C:3]=1[N:9]=[C:10]=[O:11].[NH2:12][C:13]1[C:22]2[C:17](=[CH:18][C:19]([O:25][CH3:26])=[C:20]([O:23][CH3:24])[CH:21]=2)[N:16]=[CH:15][N:14]=1>>[Cl:1][C:2]1[CH:7]=[CH:6][CH:5]=[C:4]([Cl:8])[C:3]=1[NH:9][C:10]([NH:12][C:13]1[C:22]2[C:17](=[CH:18][C:19]([O:25][CH3:26])=[C:20]([O:23][CH3:24])[CH:21]=2)[N:16]=[CH:15][N:14]=1)=[O:11]. The reactants are [Cl-].[Al+3].[Cl-].[Cl-] (aluminum chloride), C(C1=CC=CC=C1)(=O)Cl (benzoic acid chloride), C(CCC)C1=CC=CC=C1 (n-butyl benzene). Run in C(=S)=S (carbon disulfide). Conditions: time 18 hour. The product is C(CCC)C1=CC=C(C(=O)C2=CC=CC=C2)C=C1 (4-n-butyl benzophenone). Yield: 96.5%. Reaction SMILES: [C:1](Cl)(=[O:8])[C:2]1[CH:7]=[CH:6][CH:5]=[CH:4][CH:3]=1.[Cl-].[Al+3].[Cl-].[Cl-].[CH2:14]([C:18]1[CH:23]=[CH:22][CH:21]=[CH:20][CH:19]=1)[CH2:15][CH2:16][CH3:17]>C(=S)=S>[CH2:14]([C:18]1[CH:23]=[CH:22][C:21]([C:1]([C:2]2[CH:7]=[CH:6][CH:5]=[CH:4][CH:3]=2)=[O:8])=[CH:20][CH:19]=1)[CH2:15][CH2:16][CH3:17] |f:1.2.3.4|. Reported procedure: A 2.8 g (0.02 mole) of benzoic acid chloride was dissolved in 30 ml of carbon disulfide and then, 4.0 g (0.03 mole) of anhydrous aluminum chloride was added to the solution. A 2.68 g (0.02 mole) of n-butyl benzene was further added to the mixture with stirring, and the reaction was carried out at room temperature for 18 hours. Carbon disulfide was distilled off from the reaction mixture and water was added and the reaction product was extracted with benzene. The benzene phase was separated and w... The reagents and catalysts are [Cu]I (CuI). Procedure: To a solution of 1-(4-amino-2,6-dimethylphenyl)ethanone (3.26 g, 20.0 mmol), K3PO4 (9.2 g, 40 mmol), and 1-iodobenzene (4.08 g, 20.0 mmol) in DMF (35.0 mL) was added CuI (761.8 mg, 40 mmol). The reaction was heated at 110° C. overnight under N2. The solution was cooled to room temperature and filtered through a small pad of diatomaceous earth. The cake was washed with ethyl acetate (50 mL) and the combined filtrate was concentrated under reduced pressure. The residue was purified by flash column... RXN SMILES: [NH2:1][C:2]1[CH:7]=[C:6]([CH3:8])[C:5]([C:9](=[O:11])[CH3:10])=[C:4]([CH3:12])[CH:3]=1.[O-]P([O-])([O-])=O.[K+].[K+].[K+].I[C:22]1[CH:27]=[CH:26][CH:25]=[CH:24][CH:23]=1>CN(C=O)C.[Cu]I>[CH3:12][C:4]1[CH:3]=[C:2]([NH:1][C:22]2[CH:27]=[CH:26][CH:25]=[CH:24][CH:23]=2)[CH:7]=[C:6]([CH3:8])[C:5]=1[C:9](=[O:11])[CH3:10] |f:1.2.3.4|. The product is CC1=C(C(=CC(=C1)NC1=CC=CC=C1)C)C(C)=O (1-(2,6-dimethyl-4-(phenylamino)phenyl)ethanone). Solvent: CN(C)C=O (DMF). Run at temperature 110 celsius. Reactants: NC1=CC(=C(C(=C1)C)C(C)=O)C (1-(4-amino-2,6-dimethylphenyl)ethanone), [O-]P(=O)([O-])[O-].[K+].[K+].[K+] (K3PO4), IC1=CC=CC=C1 (1-iodobenzene).